From a dataset of the Open Reaction Database (ORD), a public repository of structured organic reaction records. describe an organic reaction: reactants, conditions, products, and yield The reactants are Brc1ncc(Br)n2ncnc12, CN1CCN(c2ccc(Nc3ncc(-c4csc(C(N)=O)c4)n4ncnc34)cc2)CC1, CC(C)O, CCN(C(C)C)C(C)C, Nc1ccc(N2CCOCC2)cc1F, C1CN2CCN1CC2. The product is Fc1cc(N2CCOCC2)ccc1Nc1ncc(Br)n2ncnc12. As a reaction SMILES: [Br:32][c:33]1[cH:34][n:35][c:36]([Br:42])[c:37]2[n:38]1[n:39][cH:40][n:41]2.[CH3:1][N:2]1[CH2:3][CH2:4][N:5]([c:6]2[cH:7][cH:8][c:9]([NH:10][c:11]3[c:12]4[n:13]([n:14][cH:15][n:16]4)[c:17](-[c:18]4[cH:19][c:20]([C:21]([NH2:22])=[O:23])[s:24][cH:25]4)[cH:26][n:27]3)[cH:28][cH:29]2)[CH2:30][CH2:31]1.[CH3:74][CH:75]([OH:76])[CH3:77].[CH:57]([N:58]([CH2:59][CH3:60])[CH:61]([CH3:62])[CH3:63])([CH3:64])[CH3:65].[F:43][c:44]1[c:45]([NH2:56])[cH:46][cH:47][c:48]([N:50]2[CH2:51][CH2:52][O:53][CH2:54][CH2:55]2)[cH:49]1.[N:66]12[CH2:67][CH2:68][N:69]([CH2:70][CH2:71]1)[CH2:72][CH2:73]2>>[Br:32][c:33]1[cH:34][n:35][c:36]([NH:56][c:45]2[c:44]([F:43])[cH:49][c:48]([N:50]3[CH2:51][CH2:52][O:53][CH2:54][CH2:55]3)[cH:47][cH:46]2)[c:37]2[n:38]1[n:39][cH:40][n:41]2. Reactants: COc1cc(-c2cc(CN3CCNC(C)C3=O)ccn2)cc(OC)c1OC, COc1cc(-c2cc(CCl)ccn2)cc(OC)c1OC. The product is COc1cc(-c2cc(CN3CCN(Cc4ccnc(-c5cc(OC)c(OC)c(OC)c5)c4)C(C)C3=O)ccn2)cc(OC)c1OC, Cl. Reaction SMILES: [CH3:1][CH:2]1[C:3](=[O:27])[N:4]([CH2:8][c:9]2[cH:10][c:11](-[c:15]3[cH:16][c:17]([O:25][CH3:26])[c:18]([O:23][CH3:24])[c:19]([O:21][CH3:22])[cH:20]3)[n:12][cH:13][cH:14]2)[CH2:5][CH2:6][NH:7]1.[Cl:28][CH2:29][c:30]1[cH:31][c:32](-[c:36]2[cH:37][c:38]([O:46][CH3:47])[c:39]([O:44][CH3:45])[c:40]([O:42][CH3:43])[cH:41]2)[n:33][cH:34][cH:35]1>>[CH3:1][CH:2]1[C:3](=[O:27])[N:4]([CH2:8][c:9]2[cH:10][c:11](-[c:15]3[cH:16][c:17]([O:25][CH3:26])[c:18]([O:23][CH3:24])[c:19]([O:21][CH3:22])[cH:20]3)[n:12][cH:13][cH:14]2)[CH2:5][CH2:6][N:7]1[CH2:29][c:30]1[cH:31][c:32](-[c:36]2[cH:37][c:38]([O:46][CH3:47])[c:39]([O:44][CH3:45])[c:40]([O:42][CH3:43])[cH:41]2)[n:33][cH:34][cH:35]1.[ClH:28]. Reactants: COc1ccc(N)cn1, O=C(O)c1cccc(S(=O)(=O)N2CCCCC2)c1. Yields the product COc1ccc(NC(=O)c2cccc(S(=O)(=O)N3CCCCC3)c2)cn1. RXN SMILES: [CH3:19][O:20][c:21]1[cH:22][cH:23][c:24]([NH2:27])[cH:25][n:26]1.[N:1]1([S:7](=[O:8])(=[O:9])[c:10]2[cH:11][c:12]([C:13](=[O:14])[OH:15])[cH:16][cH:17][cH:18]2)[CH2:2][CH2:3][CH2:4][CH2:5][CH2:6]1>>[N:1]1([S:7](=[O:8])(=[O:9])[c:10]2[cH:11][c:12]([C:13](=[O:15])[NH:27][c:24]3[cH:23][cH:22][c:21]([O:20][CH3:19])[n:26][cH:25]3)[cH:16][cH:17][cH:18]2)[CH2:2][CH2:3][CH2:4][CH2:5][CH2:6]1. The product is CN1[C@@H]2CC[C@H]1C[C@@H](C2)O (Pseudotropine). As a reaction SMILES: [CH3:1][N:2]1[CH:6]2[CH2:7][C:8]([CH2:10][CH:3]1[CH2:4][CH2:5]2)=[O:9].[Li+].[BH4-].[OH-].[Na+]>C1COCC1>[CH3:1][N:2]1[C@@H:6]2[CH2:7][C@H:8]([OH:9])[CH2:10][C@H:3]1[CH2:4][CH2:5]2 |f:1.2,3.4|. Procedure: Tropinone (3.0 g, 21.6 mmole) was placed in a dry 250 mL round bottom flask, purged with argon. Anhydrous THF (75 mL, w/o stabilizer) was added and the solution was cooled in a dry ice/acetone bath to -78° C. In another dry, argon purged flask LiBH4 (1.41 g, 64.6 mmole) was dissolved in anhydrous THF (50 mL) and cooled to -78° C. The contents of this flask was transferred to the first flask via cannula, under argon. This flask was rinsed once with additional THF (25 mL). The reaction was allowed... Yield: 84.6%. The solvent is C1CCOC1 (THF). The reactants are CN1C2CCC1CC(=O)C2 (Tropinone), [Li+].[BH4-] (LiBH4), [OH-].[Na+] (NaOH). Run at temperature -78 celsius, time 6 hour. Yields the product C(C)N(C1CN(CC1)C(=O)C=1N(C(=NC1)C1=CC(=CC=C1)CCCCCC)C)CC ((rac)-(3-Diethylamino-pyrrolidin-1-yl)-[2-(3-hexyl-phenyl)-3-methyl-3H-imidazol-4-yl]-methanone). Reactants: C(C)N(C1CN(CC1)C(=O)C=1N(C(=NC1I)C1=CC(=CC=C1)CCCCCC)C)CC ((rac)-(3-Diethylamino-pyrrolidin-1-yl)-[2-(3-hexyl-phenyl)-5-iodo-3-methyl-3H-imidazol-4-yl]-methanone). Isolated yield 96.3%. Reaction SMILES: [CH2:1]([N:3]([CH2:30][CH3:31])[CH:4]1[CH2:8][CH2:7][N:6]([C:9]([C:11]2[N:12]([CH3:29])[C:13]([C:17]3[CH:22]=[CH:21][CH:20]=[C:19]([CH2:23][CH2:24][CH2:25][CH2:26][CH2:27][CH3:28])[CH:18]=3)=[N:14][C:15]=2I)=[O:10])[CH2:5]1)[CH3:2]>CO.[Pd]>[CH2:30]([N:3]([CH2:1][CH3:2])[CH:4]1[CH2:8][CH2:7][N:6]([C:9]([C:11]2[N:12]([CH3:29])[C:13]([C:17]3[CH:22]=[CH:21][CH:20]=[C:19]([CH2:23][CH2:24][CH2:25][CH2:26][CH2:27][CH3:28])[CH:18]=3)=[N:14][CH:15]=2)=[O:10])[CH2:5]1)[CH3:31]. Run at time 2 hour. Run in CO (MeOH). Procedure: A solution of 0.230 g (0.43 mmol) of (rac)-(3-diethylamino-pyrrolidin-1-yl)-[2-(3-hexyl-phenyl)-5-iodo-3-methyl-3H-imidazol-4-yl]-methanone (example 1) in 10 ml of MeOH was treated with 0.091 g (0.1 mmol) of Pd—C (10%) and the reaction mixture was then hydrogenated with H2 (1 bar) at RT for 2 hours. After removal the catalyst by filtration, the solvent was evaporated completely to give 0.17 g (96%) of the title compound as light yellow oil. MS: 411.2 (MH+). Reagents/catalysts: [Pd] (Pd—C). The reactants are COc1ccc(CNc2nccc(-c3c[nH]nc3-c3ccc(F)cc3)n2)cc1, O=C(O)C(F)(F)F. Product: Nc1nccc(-c2c[nH]nc2-c2ccc(F)cc2)n1. RXN SMILES: [F:1][c:2]1[cH:3][cH:4][c:5](-[c:8]2[n:9][nH:10][cH:11][c:12]2-[c:13]2[n:14][c:15]([NH:19][CH2:20][c:21]3[cH:22][cH:23][c:24]([O:25][CH3:26])[cH:27][cH:28]3)[n:16][cH:17][cH:18]2)[cH:6][cH:7]1.[OH:29][C:30]([C:31]([F:32])([F:33])[F:34])=[O:35]>>[F:1][c:2]1[cH:3][cH:4][c:5](-[c:8]2[n:9][nH:10][cH:11][c:12]2-[c:13]2[n:14][c:15]([NH2:19])[n:16][cH:17][cH:18]2)[cH:6][cH:7]1.